This data is from the Open Reaction Database (ORD), a public repository of structured organic reaction records. The task is: describe an organic reaction: reactants, conditions, products, and yield Starting materials: C(C)(C)(C)OC(CNS(=O)(=O)C1=CC=C(C=C1)OC)=O ((4-methoxybenzenesulfonylamino) acetic acid t-butyl ester), C[Si](C)(C)[N-][Si](C)(C)C.[Na+] (sodium bis(trimethylsilyl)amide), BrCC=C(C)C (4-bromo-2-methyl-2-butene). Run in O1CCCC1.CN(C=O)C (tetrahydrofuran dimethylformamide). Run at time 10 minute. Yields the product C(C)(C)(C)OC(CN(CC=C(C)C)S(=O)(=O)C1=CC=C(C=C1)OC)=O ([(4-methoxybenzenesulfonyl)-(3-methyl-but-2-enyl)-amino]-acetic acid t-butyl ester). As a reaction SMILES: [C:1]([O:5][C:6](=[O:20])[CH2:7][NH:8][S:9]([C:12]1[CH:17]=[CH:16][C:15]([O:18][CH3:19])=[CH:14][CH:13]=1)(=[O:11])=[O:10])([CH3:4])([CH3:3])[CH3:2].C[Si]([N-][Si](C)(C)C)(C)C.[Na+].Br[CH2:32][CH:33]=[C:34]([CH3:36])[CH3:35]>O1CCCC1.CN(C)C=O>[C:1]([O:5][C:6](=[O:20])[CH2:7][N:8]([S:9]([C:12]1[CH:13]=[CH:14][C:15]([O:18][CH3:19])=[CH:16][CH:17]=1)(=[O:11])=[O:10])[CH2:32][CH:33]=[C:34]([CH3:36])[CH3:35])([CH3:4])([CH3:3])[CH3:2] |f:1.2,4.5|. Procedure: To a solution of (4-methoxybenzenesulfonylamino) acetic acid t-butyl ester (3.0 grams, 10 mmol) in tetrahydrofuran-dimethylformamide (mL, ca. 3:1) at 0° C. is added sodium bis(trimethylsilyl)amide (10.0 mL, 1.0M solution in tetrahydrofuran). After 10 minutes, 4-bromo-2-methyl-2-butene (1.27 μL, 11.0 mmol) is added. The mixture is warmed to room temperature, stirred for 1 hour and quenched with saturated ammonium chloride solution. The mixture is extracted with ethyl acetate and the combined extr... Starting materials: C1(=CC=CC=C1)P(C1=C(C2=CC=CC=C2C=C1)C1=C(C=CC2=CC=CC=C12)P(C1=CC=CC=C1)C1=CC=CC=C1)C1=CC=CC=C1 (rac-2,2′-bis(diphenylphosphino)-1,1′-binaphthyl), C1(=CC=CC=C1)C(=N)C1=CC=CC=C1 (1,1-diphenylmethanimine), BrC1=CC=C(S1)S(=O)(=O)N1CCN(CC1)C1=CC=C(C=C1)C(C(F)(F)F)(C)O (2-(4-(4-((5-bromo-2-thiophenyl)sulfonyl)-1-piperazinyl)phenyl)-1,1,1-trifluoro-2-propanol), CC(C)([O-])C.[Na+] (sodium tert-butoxide), Cl (HCl), [OH-].[Na+] (NaOH). Reagents/catalysts: C=1C=CC(=CC1)/C=C/C(=O)/C=C/C2=CC=CC=C2.C=1C=CC(=CC1)/C=C/C(=O)/C=C/C2=CC=CC=C2.C=1C=CC(=CC1)/C=C/C(=O)/C=C/C2=CC=CC=C2.[Pd].[Pd] (tris(dibenzylideneacetone)dipalladium). Solvent: hexanes, CCOCC (ether), C1(=CC=CC=C1)C (toluene), CCOC(=O)C (EtOAc). Conditions: temperature 80 celsius, time 30 minute. Yields the product NC1=CC=C(S1)S(=O)(=O)N1CCN(CC1)C1=CC=C(C=C1)C(C(F)(F)F)(C)O (2-(4-(4-((5-amino-2-thiophenyl)sulfonyl)-1-piperazinyl)phenyl)-1,1,1-trifluoro-2-propanol). Yield: 48.1%. RXN SMILES: C1(C(C2C=CC=CC=2)=[NH:8])C=CC=CC=1.Br[C:16]1[S:20][C:19]([S:21]([N:24]2[CH2:29][CH2:28][N:27]([C:30]3[CH:35]=[CH:34][C:33]([C:36]([OH:42])([CH3:41])[C:37]([F:40])([F:39])[F:38])=[CH:32][CH:31]=3)[CH2:26][CH2:25]2)(=[O:23])=[O:22])=[CH:18][CH:17]=1.CC(C)([O-])C.[Na+].C1(P(C2C=CC=CC=2)C2C=CC3C(=CC=CC=3)C=2C2C3C(=CC=CC=3)C=CC=2P(C2C=CC=CC=2)C2C=CC=CC=2)C=CC=CC=1.Cl.[OH-].[Na+]>CCOC(C)=O.C1C=CC(/C=C/C(/C=C/C2C=CC=CC=2)=O)=CC=1.C1C=CC(/C=C/C(/C=C/C2C=CC=CC=2)=O)=CC=1.C1C=CC(/C=C/C(/C=C/C2C=CC=CC=2)=O)=CC=1.[Pd].[Pd].CCOCC.C1(C)C=CC=CC=1>[NH2:8][C:16]1[S:20][C:19]([S:21]([N:24]2[CH2:29][CH2:28][N:27]([C:30]3[CH:35]=[CH:34][C:33]([C:36]([OH:42])([CH3:41])[C:37]([F:40])([F:39])[F:38])=[CH:32][CH:31]=3)[CH2:26][CH2:25]2)(=[O:23])=[O:22])=[CH:18][CH:17]=1 |f:2.3,6.7,9.10.11.12.13|. Reported procedure: A 20-mL vial was charged with 1,1-diphenylmethanimine (0.44 g, 2.40 mmol), 2-(4-(4-((5-bromo-2-thiophenyl)sulfonyl)-1-piperazinyl)phenyl)-1,1,1-trifluoro-2-propanol (1.00 g, 2.003 mmol), sodium tert-butoxide (0.46 mL, 4.81 mmol), and 10 mL of toluene. To this was added tris(dibenzylideneacetone)dipalladium (0) (0.18 g, 0.20 mmol, Strem Chemicals, Newburyport, Mass.) and rac-2,2′-bis(diphenylphosphino)-1,1′-binaphthyl (BINAP) (0.31 g, 0.50 mmol, Sigma-Aldrich, St. Louis, Mo.). The vial was sealed... Reactants: FC=1C(=NC=CN1)[C@H]1C[C@H](CCC1)O ((rac)-cis-3-(3-fluoropyrazin-2-yl)cyclohexanol), N1=C(C=CC=C1)NC1=CC=C(C=C1)O (4-(pyridin-2-ylamino)phenol), C([O-])([O-])=O.[Cs+].[Cs+] (cesium carbonate). Run in CN1CCCC1=O (NMP). Run at temperature 150 celsius. Yields the product N1=C(C=CC=C1)NC1=CC=C(OC=2C(=NC=CN2)[C@H]2C[C@H](CCC2)O)C=C1 ((RAC)-CIS-3-(3-(4-(PYRIDIN-2-YLAMINO)PHENOXY)PYRAZIN-2-YL)CYCLOHEXANOL). RXN SMILES: F[C:2]1[C:3]([C@@H:8]2[CH2:13][CH2:12][CH2:11][C@H:10]([OH:14])[CH2:9]2)=[N:4][CH:5]=[CH:6][N:7]=1.[N:15]1[CH:20]=[CH:19][CH:18]=[CH:17][C:16]=1[NH:21][C:22]1[CH:27]=[CH:26][C:25]([OH:28])=[CH:24][CH:23]=1.C(=O)([O-])[O-].[Cs+].[Cs+]>CN1C(=O)CCC1>[N:15]1[CH:20]=[CH:19][CH:18]=[CH:17][C:16]=1[NH:21][C:22]1[CH:27]=[CH:26][C:25]([O:28][C:2]2[C:3]([C@@H:8]3[CH2:13][CH2:12][CH2:11][C@H:10]([OH:14])[CH2:9]3)=[N:4][CH:5]=[CH:6][N:7]=2)=[CH:24][CH:23]=1 |f:2.3.4|. Procedure details: A mixture of (rac)-cis-3-(3-fluoropyrazin-2-yl)cyclohexanol, prepared according to Scheme 35a, (48 mg, 0.245 mmol), 4-(pyridin-2-ylamino)phenol (91 mg, 0.489 mmol), and cesium carbonate (159 mg, 0.489 mmol) in NMP (2 mL) was heated in a Biotage™ microwave reactor at 150° C. for 0.5 h. The mixture was partitioned between H2O (10 ml) and CH2Cl2 (20 ml), the layers were separated, and the aqueous layer was extracted with CH2Cl2 (3×20 ml). The combined organic layers were dried (MgSO4), concentrated... Run at time 2 hour. Yields the product IC=1C2=CC=C3CCCCCC4=NN=C(N[C@H](C(N5[C@@H](C[C@@H](OC(=NC1)C2=C3)C5)C(=O)O)=O)C(C)C)O4 ((3R,5S,8S)-23-iodo-8-isopropyl-7-oxo-2,28-dioxa-6,9,11,12,25-pentaazapentacyclo[17.6.2.13,6.110,13.022,26]nonacosa-1(25),10,12,19,21,23,26-heptaene-5-carboxylic acid). Reactants: IC=1C2=CC=C3CCCCCC4=NN=C(N[C@H](C(N5[C@@H](C[C@@H](OC(=NC1)C2=C3)C5)C(=O)OC)=O)C(C)C)O4 (methyl (3R,5S,8S)-23-iodo-8-isopropyl-7-oxo-2,28-dioxa-6,9,11,12,25-pentaazapentacyclo[17.6.2.13,6.110,13.022,26]noncosa-1(25),10,12,19,21,23,26-heptaene-5-carboxylate), [Li+].[OH-] (LiOH), Cl (HCl). The solvent is C1CCOC1.O (THF H2O). Procedure details: To a solution of methyl (3R,5S,8S)-23-iodo-8-isopropyl-7-oxo-2,28-dioxa-6,9,11,12,25-pentaazapentacyclo[17.6.2.13,6.110,13.022,26]noncosa-1(25),10,12,19,21,23,26-heptaene-5-carboxylate (from Step 2) in THF/H2O (1/1 v/v) was added LiOH (4 eq). The resulting reaction mixture was stirred at RT for 2 h and then treated with 1N aq. HCl until pH=2 was reached. Aqueous phase extracted with EtOAc and organic layer dried over Na2SO4 to get a white solid. MS (ES+) C26H30IN5O5 requires: 619. Found: 620 (M+... As a reaction SMILES: [I:1][C:2]1[C:3]2[C:27]3=[CH:28][C:6]([CH2:7][CH2:8][CH2:9][CH2:10][CH2:11][C:12]4[O:38][C:15]([NH:16][C@@H:17]([CH:35]([CH3:37])[CH3:36])[C:18](=[O:34])[N:19]5[CH2:29][C@H:22]([O:23][C:24]3=[N:25][CH:26]=1)[CH2:21][C@H:20]5[C:30]([O:32]C)=[O:31])=[N:14][N:13]=4)=[CH:5][CH:4]=2.[Li+].[OH-].Cl>C1COCC1.O>[I:1][C:2]1[C:3]2[C:27]3=[CH:28][C:6]([CH2:7][CH2:8][CH2:9][CH2:10][CH2:11][C:12]4[O:38][C:15]([NH:16][C@@H:17]([CH:35]([CH3:36])[CH3:37])[C:18](=[O:34])[N:19]5[CH2:29][C@H:22]([O:23][C:24]3=[N:25][CH:26]=1)[CH2:21][C@H:20]5[C:30]([OH:32])=[O:31])=[N:14][N:13]=4)=[CH:5][CH:4]=2 |f:1.2,4.5|. Starting materials: Cl.BrC1=C(OC2CCNC2)C=CC=C1 (4-(2-bromophenoxy)pyrrolidine hydrochloride), BrC1=NN=C(S1)C#N (5-bromo-1,3,4-thiadiazole-2-carbonitrile), C(=O)([O-])[O-].[K+].[K+] (K2CO3). Run in CN(C)C=O (DMF). Conditions: temperature 70 celsius, time 4 hour. Yields the product BrC1=C(O[C@@H]2CN(CC2)C2=NN=C(S2)C#N)C=CC=C1 (5-[(3S)-3-(2-Bromophenoxy)pyrrolidin-1-yl]-1,3,4-thiadiazole-2-carbonitrile). As a reaction SMILES: Cl.[Br:2][C:3]1[CH:14]=[CH:13][CH:12]=[CH:11][C:4]=1[O:5][CH:6]1[CH2:10][NH:9][CH2:8][CH2:7]1.Br[C:16]1[S:20][C:19]([C:21]#[N:22])=[N:18][N:17]=1.C([O-])([O-])=O.[K+].[K+]>CN(C=O)C>[Br:2][C:3]1[CH:14]=[CH:13][CH:12]=[CH:11][C:4]=1[O:5][C@H:6]1[CH2:7][CH2:8][N:9]([C:16]2[S:20][C:19]([C:21]#[N:22])=[N:18][N:17]=2)[CH2:10]1 |f:0.1,3.4.5|. Procedure details: To a mixture of 4-(2-bromophenoxy)pyrrolidine hydrochloride (0.5 g, 1.87 mmol) and 5-bromo-1,3,4-thiadiazole-2-carbonitrile (0.36 g, 1.87 mmol) in DMF (10 mL) was added K2CO3 (0.77 g, 5.61 mmol) under a nitrogen atmosphere. The mixture was stirred at 70° C. for 4 h. After dilution with water, the mixture was extracted with ethyl acetate. The combined organic extracts were washed with brine, dried over anhydrous Na2SO4, filtered and purified by preparative TLC with petroleum:EtOAc (2:1) to give t... Reactants: [OH-].[Na+] (sodium hydroxide), C(C)(=O)SCC=1C=C(C(=CC1)C1=CC(=CC=C1)C(=O)OC)C(=O)OC (4-acetylthiomethyl-[1,1′-biphenyl]-2,3′-dicarboxylic acid, dimethyl ester), [OH-].[Na+] (sodium hydroxide), Cl (HCl). The solvent is O (H2O), C1CCOC1 (THF), O (H2O). Reaction conditions: time 24 hour. The product is SCC=1C=C(C(=CC1)C1=CC(=CC=C1)C(=O)O)C(=O)O (4-mercaptomethyl-[1,1′-biphenyl]-2,3′-dicarboxylic acid). Yield: 92.5%. RXN SMILES: C([S:4][CH2:5][C:6]1[CH:7]=[C:8]([C:22]([O:24]C)=[O:23])[C:9]([C:12]2[CH:17]=[CH:16][CH:15]=[C:14]([C:18]([O:20]C)=[O:19])[CH:13]=2)=[CH:10][CH:11]=1)(=O)C.[OH-].[Na+].Cl>C1COCC1.O>[SH:4][CH2:5][C:6]1[CH:7]=[C:8]([C:22]([OH:24])=[O:23])[C:9]([C:12]2[CH:17]=[CH:16][CH:15]=[C:14]([C:18]([OH:20])=[O:19])[CH:13]=2)=[CH:10][CH:11]=1 |f:1.2|. Reported procedure: To a solution of 4-acetylthiomethyl-[1,1′-biphenyl]-2,3′-dicarboxylic acid, dimethyl ester (0.27 g, 0.75 mmol) in deoxygenated THF was added a degassed solution of sodium hydroxide (0.12 g, 3.0 mmol) in H2O (5 mL) at rt. After 24 h, additional solution of sodium hydroxide (0.09 g) in H2O (2 mL) was added to the reaction mixture and the mixture was stirred for 24 h. The mixture was acidified with 10% HCl and extracted with EtOAc. The extract was dried over MgSO4 and concentrated. The crude materi... The reactants are ClC1=CC(=C(N=N1)C1=CC=CC=C1)N1CCN(CC1)C(=O)C1=CC=CC=C1 ((4-(6-chloro-3-phenylpyridazin-4-yl)piperazin-1-yl)(phenyl)methanone), CNC (dimethyl amine). Solvent: CO (methanol), C1CCOC1 (THF). Conditions: temperature 60 celsius. Product: CN(C1=CC(=C(N=N1)C1=CC=CC=C1)N1CCN(CC1)C(=O)C1=CC=CC=C1)C ((4-(6-(dimethylamino)-3-phenylpyridazin-4-yl)piperazin-1-yl)(phenyl)methanone). As a reaction SMILES: Cl[C:2]1[N:7]=[N:6][C:5]([C:8]2[CH:13]=[CH:12][CH:11]=[CH:10][CH:9]=2)=[C:4]([N:14]2[CH2:19][CH2:18][N:17]([C:20]([C:22]3[CH:27]=[CH:26][CH:25]=[CH:24][CH:23]=3)=[O:21])[CH2:16][CH2:15]2)[CH:3]=1.[CH3:28][NH:29][CH3:30]>CO.C1COCC1>[CH3:28][N:29]([CH3:30])[C:2]1[N:7]=[N:6][C:5]([C:8]2[CH:13]=[CH:12][CH:11]=[CH:10][CH:9]=2)=[C:4]([N:14]2[CH2:19][CH2:18][N:17]([C:20]([C:22]3[CH:27]=[CH:26][CH:25]=[CH:24][CH:23]=3)=[O:21])[CH2:16][CH2:15]2)[CH:3]=1. Reported procedure: To (4-(6-chloro-3-phenylpyridazin-4-yl)piperazin-1-yl)(phenyl)methanone (1 g) dissolved in methanol (40 ml), and dimethyl amine in THF (10 ml) was added under nitrogen atmosphere and the reaction mixture was heated to 60° C. for 18 hrs. The progress of reaction was monitored by TLC. After consumption of starting material, reaction mixture was cooled to room temperature and neutralized with solid sodium bicarbonate. The mixture was extracted with dichloromethane (3×10 ml). The combined organic la...